From a dataset of the Open Reaction Database (ORD), a public repository of structured organic reaction records. describe an organic reaction: reactants, conditions, products, and yield Reactants: CO, Cc1cccc2c1cc(C(=O)NCC1CCN(C(=O)OC(C)(C)C)CC1)c(=O)n2C(C)C, Cl. Yields the product Cc1cccc2c1cc(C(=O)NCC1CCNCC1)c(=O)n2C(C)C, Cl. As a reaction SMILES: [CH3:34][OH:35].[CH:1]([CH3:2])([CH3:3])[n:4]1[c:5](=[O:32])[c:6]([C:15](=[O:16])[NH:17][CH2:18][CH:19]2[CH2:20][CH2:21][N:22]([C:25]([O:26][C:27]([CH3:28])([CH3:29])[CH3:30])=[O:31])[CH2:23][CH2:24]2)[cH:7][c:8]2[c:9]([CH3:14])[cH:10][cH:11][cH:12][c:13]12.[ClH:33]>>[CH:1]([CH3:2])([CH3:3])[n:4]1[c:5](=[O:32])[c:6]([C:15](=[O:16])[NH:17][CH2:18][CH:19]2[CH2:20][CH2:21][NH:22][CH2:23][CH2:24]2)[cH:7][c:8]2[c:9]([CH3:14])[cH:10][cH:11][cH:12][c:13]12.[ClH:33]. Starting materials: [H-].[Na+] (sodium hydride), O (water), OC1=C(C(=O)O)C=CC(=C1)O (2,4-dihydroxybenzoic acid), C(C1=CC=CC=C1)Br (benzyl bromide). Reported procedure: To a solution of 3 g (0.1 mole) of sodium hydride (80% in oil) and 50 ml of dimethylformamide (DMF), there are slowly added 15.4 g (0.1 mole) of 2,4-dihydroxybenzoic acid dissolved in 50 ml of DMF. The mixture is stirred at ambient temperature until the cessation of gaseous emission. There are then added 13.1 ml (0.1 mole) of benzyl bromide and the mixture is stirred at ambient temperature until solubilization of the reaction medium. The reaction mixture is poured into water, and extracted with ... RXN SMILES: [H-].[Na+].[OH:3][C:4]1[CH:12]=[C:11]([OH:13])[CH:10]=[CH:9][C:5]=1[C:6]([OH:8])=[O:7].[CH2:14](Br)[C:15]1[CH:20]=[CH:19][CH:18]=[CH:17][CH:16]=1.O>CN(C)C=O>[OH:3][C:4]1[CH:12]=[C:11]([OH:13])[CH:10]=[CH:9][C:5]=1[C:6]([O:8][CH2:14][C:15]1[CH:20]=[CH:19][CH:18]=[CH:17][CH:16]=1)=[O:7] |f:0.1|. Product: OC1=C(C(=O)OCC2=CC=CC=C2)C=CC(=C1)O (benzyl 2,4-dihydroxybenzoate). Solvent: CN(C=O)C (DMF), CN(C=O)C (dimethylformamide). Isolated yield 80.7%. Reactants: Cc1cccnc1CNCC1CN(C(=O)OC(C)(C)C)C1, Cc1cccnc1C=O, ClCCl. Yields the product Cc1cccnc1CN(Cc1ncccc1C)CC1CN(C(=O)OC(C)(C)C)C1. Reaction SMILES: [C:1]([CH3:2])([CH3:3])([CH3:4])[O:5][C:6](=[O:7])[N:8]1[CH2:9][CH:10]([CH2:12][NH:13][CH2:14][c:15]2[n:16][cH:17][cH:18][cH:19][c:20]2[CH3:21])[CH2:11]1.[CH3:22][c:23]1[c:24]([CH:29]=[O:30])[n:25][cH:26][cH:27][cH:28]1.[Cl:31][CH2:32][Cl:33]>>[C:1]([CH3:2])([CH3:3])([CH3:4])[O:5][C:6](=[O:7])[N:8]1[CH2:9][CH:10]([CH2:12][N:13]([CH2:14][c:15]2[n:16][cH:17][cH:18][cH:19][c:20]2[CH3:21])[CH2:29][c:24]2[c:23]([CH3:22])[cH:28][cH:27][cH:26][n:25]2)[CH2:11]1. The reactants are C(C)OC(=O)C1=NOC2=C1C=CC(=C2)O (6-hydroxy-benzo[d]isoxazole-3-carboxylic acid ethyl ester), C(C1=CC=CC=C1)Cl (benzylchloride), C(=O)([O-])[O-].[Cs+].[Cs+] (Cs2CO3). Run in CC(=O)C (acetone), CCOC(=O)C (EtOAc), O (water). Conditions: temperature 56 celsius, time 5 hour. Product: C(C)OC(=O)C1=NOC2=C1C=CC(=C2)OCC2=CC=CC=C2 (6-Benzyloxy-benzo[d]isoxazole-3-carboxylic acid ethyl ester). As a reaction SMILES: [CH2:1]([O:3][C:4]([C:6]1[C:10]2[CH:11]=[CH:12][C:13]([OH:15])=[CH:14][C:9]=2[O:8][N:7]=1)=[O:5])[CH3:2].[CH2:16](Cl)[C:17]1[CH:22]=[CH:21][CH:20]=[CH:19][CH:18]=1.C([O-])([O-])=O.[Cs+].[Cs+]>CC(C)=O.CCOC(C)=O.O>[CH2:1]([O:3][C:4]([C:6]1[C:10]2[CH:11]=[CH:12][C:13]([O:15][CH2:16][C:17]3[CH:22]=[CH:21][CH:20]=[CH:19][CH:18]=3)=[CH:14][C:9]=2[O:8][N:7]=1)=[O:5])[CH3:2] |f:2.3.4|. Procedure details: To a solution of 0.98 g (4.73 mMol) 6-hydroxy-benzo[d]isoxazole-3-carboxylic acid ethyl ester [preparation see: J. Am. Chem. Soc. 97 (1974), 7305] in 100 ml acetone, 545 μl (4.73 mMol) benzylchloride, 3.08 g (9.46 mMol) Cs2CO3 und 10 mg NaI are added. Then the mixture is stirred for 2 h at rt and 5 h at 56° C. The reaction mixture is diluted with EtOAc and water, the aq. phase separated off and extracted with EtOAc. The organic layers are washed with water and brine, dried (Na2SO4) and concentra... Reactants: CC(C)=CCBr, CCO, CCCCCC, CC1=NCCO1. The product is CCOC1(C)OCCN1CC=C(C)C. RXN SMILES: [CH2:7]([CH:8]=[C:9]([CH3:10])[CH3:11])[Br:12].[CH3:13][CH2:14][OH:15].[CH3:16][CH2:17][CH2:18][CH2:19][CH2:20][CH3:21].[CH3:1][C:2]1=[N:6][CH2:5][CH2:4][O:3]1>>[CH3:1][C:2]1([O:15][CH2:14][CH3:13])[O:3][CH2:4][CH2:5][N:6]1[CH2:7][CH:8]=[C:9]([CH3:10])[CH3:11]. The reactants are C(C)(=O)C=1C=C(C(=NC1C)OC)NC(OC1=CC=CC=C1)=S (Phenyl N-(5-acetyl-2-methoxy-6-methylpyridin-3-yl)thiocarbamate), COC=1C=C(C=C(C1)OC)N1CCNCC1 (1-(3,5-dimethoxyphenyl)piperazine). Yields the product C(C)(=O)C=1C=C(C(=NC1C)OC)NC(=S)N1CCN(CC1)C1=CC(=CC(=C1)OC)OC (1-[(5-Acetyl-2-methoxy-6-methylpyridin-3-yl)aminothiocarbonyl]-4-(3,5-dimethoxyphenyl)piperazine). Isolated yield 77.0%. As a reaction SMILES: [C:1]([C:4]1[CH:5]=[C:6]([NH:13][C:14](=[S:22])OC2C=CC=CC=2)[C:7]([O:11][CH3:12])=[N:8][C:9]=1[CH3:10])(=[O:3])[CH3:2].[CH3:23][O:24][C:25]1[CH:26]=[C:27]([N:33]2[CH2:38][CH2:37][NH:36][CH2:35][CH2:34]2)[CH:28]=[C:29]([O:31][CH3:32])[CH:30]=1>>[C:1]([C:4]1[CH:5]=[C:6]([NH:13][C:14]([N:36]2[CH2:35][CH2:34][N:33]([C:27]3[CH:26]=[C:25]([O:24][CH3:23])[CH:30]=[C:29]([O:31][CH3:32])[CH:28]=3)[CH2:38][CH2:37]2)=[S:22])[C:7]([O:11][CH3:12])=[N:8][C:9]=1[CH3:10])(=[O:3])[CH3:2]. Procedure: Phenyl N-(5-acetyl-2-methoxy-6-methylpyridin-3-yl)thiocarbamate and 1-(3,5-dimethoxyphenyl)piperazine were reacted by the same way with the example 22 to obtain the titled compound. Starting materials: C1(CCCCC1)C=O (cyclohexanecarbaldehyde), C(=C)[Mg]Br (vinylmagnesium bromide), [Cl-].[NH4+] (ammonium chloride). The solvent is O (water), O1CCCC1 (tetrahydrofuran). Conditions: temperature -20 celsius. Yields the product C1(CCCCC1)C(C=C)O (1-cyclohexylprop-2-en-1-ol). The yield is 37.8%. RXN SMILES: [CH:1]1([CH:7]=[O:8])[CH2:6][CH2:5][CH2:4][CH2:3][CH2:2]1.[CH:9]([Mg]Br)=[CH2:10].[Cl-].[NH4+]>O1CCCC1.O>[CH:1]1([CH:7]([OH:8])[CH:9]=[CH2:10])[CH2:6][CH2:5][CH2:4][CH2:3][CH2:2]1 |f:2.3|. Procedure: A solution of cyclohexanecarbaldehyde (4.79 mL, 39.8 mmol) in tetrahydrofuran (30 mL) was added dropwise to a solution of vinylmagnesium bromide (47.8 mL, 1 M in tetrahydrofuran, 47.8 mmol) stirring at −20° C. The solution was stirred for 30 minutes at −20° C. at which time saturated ammonium chloride solution (75 mL) was added and the reaction was allowed to warm to 25° C. The solution was diluted with water and extracted three times with ethyl acetate. The ethyl acetate layers were combined an... Starting materials: ClC1=C(N(C2=CC(=CC=C12)OC)C)C1=C(C=C(C=C1)OC)N(CC)CC ([2-(3-chloro-6-methoxy-1-methyl-1H-indol-2-yl)-5-methoxyphenyl]diethylamine), ClC1=C(N(C2=CC(=CC=C12)O)C)C1=C(C=C(C=C1)O)N(CC)CC (3-chloro-2-(2-diethylamino-4-hydroxyphenyl)-1-methyl-1H-indol-6-ol). Yields the product ClC1=C(N(C2=CC(=CC=C12)O)C)C1=C(C=C(C=C1)OC)N(CC)CC (3-chloro-2-(2-diethylamino-4-methoxyphenyl)-1-methyl-1H-indol-6-ol). Yield: 37.9%. RXN SMILES: [Cl:1][C:2]1[C:10]2[C:5](=[CH:6][C:7]([O:11]C)=[CH:8][CH:9]=2)[N:4]([CH3:13])[C:3]=1[C:14]1[CH:19]=[CH:18][C:17]([O:20][CH3:21])=[CH:16][C:15]=1[N:22]([CH2:25][CH3:26])[CH2:23][CH3:24].ClC1C2C(=CC(O)=CC=2)N(C)C=1C1C=CC(O)=CC=1N(CC)CC>>[Cl:1][C:2]1[C:10]2[C:5](=[CH:6][C:7]([OH:11])=[CH:8][CH:9]=2)[N:4]([CH3:13])[C:3]=1[C:14]1[CH:19]=[CH:18][C:17]([O:20][CH3:21])=[CH:16][C:15]=1[N:22]([CH2:23][CH3:24])[CH2:25][CH3:26]. Reported procedure: Synthesized from [2-(3-chloro-6-methoxy-1-methyl-1H-indol-2-yl)-5-methoxyphenyl]diethylamine (96 mg) according to an analogous synthetic method to Example 364 described below, 3-chloro-2-(2-diethylamino-4-hydroxyphenyl)-1-methyl-1H-indol-6-ol (37 mg) and 3-chloro-2-(2-diethylamino-4-methoxyphenyl)-1-methyl-1H-indol-6-ol (35 mg) were obtained. Starting materials: O=C1NC2=CC=CC=C2CN1C1CCN(CC1)C(=O)N[C@@H](C(=O)O)CC=1C=C2C=NN(C2=CC1)S(=O)(=O)CC[Si](C)(C)C ((R)-2-{[4-(2-oxo-1,4-dihydro-2H-quinazolin-3-yl)-piperidine-1-carbonyl]-amino}-3-[1-(2-trimethylsilanyl-ethanesulfonyl)-1H-indazol-5-yl]-propionic acid), [OH-].[Li+].CO.O1CCCC1.O (lithium hydroxide methanol tetrahydrofuran water). Product: O=C1OC2=C(N1)C=CC(=C2)C[C@H](C(=O)O)NC(=O)N2CCC(CC2)N2C(NC1=CC=CC=C1C2)=O ((R)-3-(2-Oxo-2,3-dihydro-benzooxazol-6-yl)-2-{[4-(2-oxo-1,4-dihydro-2H-quinazolin-3-yl)-piperidine-1-carbonyl]-amino}-propionic acid), solid. Yield: 95.0%. RXN SMILES: [O:1]=[C:2]1[N:11]([CH:12]2[CH2:17][CH2:16][N:15]([C:18]([NH:20][C@H:21]([CH2:25][C:26]3[CH:27]=[C:28]4[C:32](=[CH:33][CH:34]=3)[N:31](S(CC[Si](C)(C)C)(=O)=O)N=C4)[C:22]([OH:24])=[O:23])=[O:19])[CH2:14][CH2:13]2)[CH2:10][C:9]2[C:4](=[CH:5][CH:6]=[CH:7][CH:8]=2)[NH:3]1.[OH-:44].[Li+].CO.[O:48]1[CH2:52]CCC1.O>>[O:44]=[C:52]1[NH:31][C:32]2[CH:33]=[CH:34][C:26]([CH2:25][C@@H:21]([NH:20][C:18]([N:15]3[CH2:16][CH2:17][CH:12]([N:11]4[CH2:10][C:9]5[C:4](=[CH:5][CH:6]=[CH:7][CH:8]=5)[NH:3][C:2]4=[O:1])[CH2:13][CH2:14]3)=[O:19])[C:22]([OH:24])=[O:23])=[CH:27][C:28]=2[O:48]1 |f:1.2.3.4.5|. Reported procedure: Prepared as described above for (R)-2-{[4-(2-oxo-1,4-dihydro-2H-quinazolin-3-yl)-piperidine-1-carbonyl]-amino}-3-[1-(2-trimethylsilanyl-ethanesulfonyl)-1H-indazol-5-yl]-propionic acid. The hydrolysis conditions (lithium hydroxide/methanol-tetrahydrofuran-water (1:1:1) at −15° C. overnight were used. The title compound was obtained as a white solid (95%). Mass spec.: 480.30 (MH)+.